Dataset: the Open Reaction Database (ORD), a public repository of structured organic reaction records. Task: describe an organic reaction: reactants, conditions, products, and yield The reactants are CC(=O)O, Cl, CCOC(=O)c1cn(C2CC2F)c2c(F)c(F)c(F)c(C)c2c1=O, O. Yields the product Cc1c(F)c(F)c(F)c2c1c(=O)c(C(=O)O)cn2C1CC1F. As a reaction SMILES: [CH3:26][C:27](=[O:28])[OH:29].[ClH:25].[F:1][CH:2]1[CH:3]([n:5]2[cH:6][c:7]([C:20](=[O:21])[O:22][CH2:23][CH3:24])[c:8](=[O:19])[c:9]3[c:10]([CH3:18])[c:11]([F:17])[c:12]([F:16])[c:13]([F:15])[c:14]23)[CH2:4]1.[OH2:30]>>[F:1][CH:2]1[CH:3]([n:5]2[cH:6][c:7]([C:20](=[O:21])[OH:22])[c:8](=[O:19])[c:9]3[c:10]([CH3:18])[c:11]([F:17])[c:12]([F:16])[c:13]([F:15])[c:14]23)[CH2:4]1.